Dataset: the Open Reaction Database (ORD), a public repository of structured organic reaction records. Task: describe an organic reaction: reactants, conditions, products, and yield Reactants: ClC1=NC(=NS1)SCC1=CC=C(C=C1)Cl (5-chloro-3-(4-chlorobenzylthio)-1,2,4-thiadiazole), C(C1=CC=CC=C1)O (benzyl alcohol), [H-].[Na+] (sodium hydride), [Cl-].[Na+] (sodium chloride). Run in CN(C=O)C (N,N-dimethylformamide). Conditions: time 15 minute. Product: C(C1=CC=CC=C1)OC1=NC(=NS1)SCC1=CC=C(C=C1)Cl (5-benzyloxy-3-(4-chlorobenzyl)thio-1,2,4-thiadiazole). Yield: 76.5%. RXN SMILES: Cl[C:2]1[S:6][N:5]=[C:4]([S:7][CH2:8][C:9]2[CH:14]=[CH:13][C:12]([Cl:15])=[CH:11][CH:10]=2)[N:3]=1.[CH2:16]([OH:23])[C:17]1[CH:22]=[CH:21][CH:20]=[CH:19][CH:18]=1.[H-].[Na+].[Cl-].[Na+]>CN(C)C=O>[CH2:16]([O:23][C:2]1[S:6][N:5]=[C:4]([S:7][CH2:8][C:9]2[CH:14]=[CH:13][C:12]([Cl:15])=[CH:11][CH:10]=2)[N:3]=1)[C:17]1[CH:22]=[CH:21][CH:20]=[CH:19][CH:18]=1 |f:2.3,4.5|. Procedure details: Into 3 ml of N,N-dimethylformamide were dissolved 416 mg of 5-chloro-3-(4-chlorobenzylthio)-1,2,4-thiadiazole and 162 mg of benzyl alcohol, 48 mg of sodium hydride (60% in oil) was added thereto under ice-cooling, and the reaction mixture was stirred for 15 minutes under ice-cooling and for 1 hour at room temperature. The reaction mixture was added to saturated sodium chloride aqueous solution, and extracted with t-butyl methyl ether. The organic layer was concentrated, and the residue obtained ... Starting materials: BrC=1C(=NC=C(C(=O)NC2=CC=C(C=C2)OC(F)(F)F)C1)N1C[C@H](CC1)O ((S)-5-Bromo-6-(3-hydroxypyrrolidin-1-yl)-N-(4-(trifluoromethoxy)phenyl)nicotinamide), CC1=CC=C(C=N1)B(O)O ((6-methylpyridin-3-yl)boronic acid), C(=O)(O)[O-].[Na+] (NaHCO3). Product: O[C@@H]1CN(CC1)C1=NC=C(C=C1C=1C=NC(=CC1)C)C(=O)NC1=CC=C(C=C1)OC(F)(F)F ((S)-2-(3-Hydroxypyrrolidin-1-yl)-6′-methyl-N-(4-(trifluoromethoxy)phenyl)-[3,3′-bipyridine]-5-carboxamide). Conditions: temperature 90 celsius, time 2 hour. Procedure details: (S)-5-Bromo-6-(3-hydroxypyrrolidin-1-yl)-N-(4-(trifluoromethoxy)phenyl)nicotinamide (Stage 33.1, 60 mg, 0.134 mmol) and (6-methylpyridin-3-yl)boronic acid (36.8 mg, 0.19 mmol) were dissolved in DME (0.5 mL). A solution of 2 M aq. NaHCO3 (0.2 mL, 0.6 mmol) was added, the RM was flushed with argon, heated to 90° C., and then treated with Pd(PPh3)2Cl2 (9.44 mg, 0.013 mmol). The RM was stirred under argon at 90° C. for 2 h in a sealed pressure safe tube. After cooling at RT, the RM was dissolved in ... Reagents/catalysts: Cl[Pd]([P](C1=CC=CC=C1)(C2=CC=CC=C2)C3=CC=CC=C3)([P](C4=CC=CC=C4)(C5=CC=CC=C5)C6=CC=CC=C6)Cl (Pd(PPh3)2Cl2). Run in CCOC(=O)C (EtOAc), COCCOC (DME). RXN SMILES: Br[C:2]1[C:3]([N:22]2[CH2:26][CH2:25][C@H:24]([OH:27])[CH2:23]2)=[N:4][CH:5]=[C:6]([CH:21]=1)[C:7]([NH:9][C:10]1[CH:15]=[CH:14][C:13]([O:16][C:17]([F:20])([F:19])[F:18])=[CH:12][CH:11]=1)=[O:8].[CH3:28][C:29]1[N:34]=[CH:33][C:32](B(O)O)=[CH:31][CH:30]=1.C([O-])(O)=O.[Na+]>COCCOC.CCOC(C)=O.Cl[Pd](Cl)([P](C1C=CC=CC=1)(C1C=CC=CC=1)C1C=CC=CC=1)[P](C1C=CC=CC=1)(C1C=CC=CC=1)C1C=CC=CC=1>[OH:27][C@H:24]1[CH2:25][CH2:26][N:22]([C:3]2[C:2]([C:32]3[CH:33]=[N:34][C:29]([CH3:28])=[CH:30][CH:31]=3)=[CH:21][C:6]([C:7]([NH:9][C:10]3[CH:15]=[CH:14][C:13]([O:16][C:17]([F:20])([F:19])[F:18])=[CH:12][CH:11]=3)=[O:8])=[CH:5][N:4]=2)[CH2:23]1 |f:2.3,^1:57,76|.